Dataset: the Open Reaction Database (ORD), a public repository of structured organic reaction records. Task: describe an organic reaction: reactants, conditions, products, and yield Reactants: CNC(C1=C(C=NC=C1)[N+](=O)[O-])=O (N-methyl-3-nitroisonicotinamide), [H][H] (hydrogen), [H][H] (hydrogen). The reagents and catalysts are [Pd] (Pd/C). The solvent is CO (methanol). Conditions: time 8 hour. Yields the product NC1=C(C(=O)NC)C=CN=C1 (3-Amino-N-methylisonicotinamide). Reaction SMILES: [CH3:1][NH:2][C:3](=[O:13])[C:4]1[CH:9]=[CH:8][N:7]=[CH:6][C:5]=1[N+:10]([O-])=O.[H][H]>CO.[Pd]>[NH2:10][C:5]1[CH:6]=[N:7][CH:8]=[CH:9][C:4]=1[C:3]([NH:2][CH3:1])=[O:13]. Procedure details: To N-methyl-3-nitroisonicotinamide (0.878 g) in methanol (50 mL) was added Pd/C (10% Pd in carbon, 100 mg, 11 wt %) under argon. A hydrogen balloon was used as the hydrogen source. The reaction was stirred at room temperature overnight. The mixture was filtered through celite and the celite pad was washed several times. The methanol phase was combined, concentrated and the crude was purified by silica gel chromatography to obtain the desired product (quantitative yield). The product is ClC1=CC=C2C=CN(C(C2=C1)=O)[C@H](C(=O)OC(C)(C)C)CC ((S)-2-(7-Chloro-1-oxo-1H-isoquinolin-2-yl)-butyric acid, tert butyl ester), solid. Starting materials: C(C)(C)(C)OC(C(CC)N1C(C2=CC(=CC=C2CC1NC(CC)C(=O)OC(C)(C)C)Cl)=O)=O (2-[3-(1-tertbutoxycarbonyl-propylamino)-7-chloro-1-oxo-3,4-dihydro-1H-isoquinolin-2-yl]-butyric acid tert-butyl ester), Cl (hydrochloric acid). Reaction SMILES: [C:1]([O:5][C:6](=[O:33])[CH:7]([N:10]1[CH:19](NC(C(OC(C)(C)C)=O)CC)[CH2:18][C:17]2[C:12](=[CH:13][C:14]([Cl:31])=[CH:15][CH:16]=2)[C:11]1=[O:32])[CH2:8][CH3:9])([CH3:4])([CH3:3])[CH3:2].Cl>C(O)(C)C.C(OCC)(=O)C.O>[Cl:31][C:14]1[CH:13]=[C:12]2[C:17]([CH:18]=[CH:19][N:10]([C@@H:7]([CH2:8][CH3:9])[C:6]([O:5][C:1]([CH3:3])([CH3:2])[CH3:4])=[O:33])[C:11]2=[O:32])=[CH:16][CH:15]=1. Run at time 18 hour. Solvent: C(C)(=O)OCC (ethyl acetate), O (water), C(C)(C)O (isopropanol). The yield is 97.0%. Reported procedure: To a stirred solution of 2-[3-(1-tertbutoxycarbonyl-propylamino)-7-chloro-1-oxo-3,4-dihydro-1H-isoquinolin-2-yl]-butyric acid tert-butyl ester (8.58 g) in isopropanol (180 ml) at 0° C. was added concentrated hydrochloric acid (20 ml). The resulting mixture was allowed to warm to ambient and stirred for 18 hours. The mixture was then diluted with ethyl acetate (500 ml) and water (150 ml). The organic phase was separated and washed with water, then brine, dried (magnesium sulfate), filtered and co... Starting materials: ClC1=C(C=CC=C1C(C1=CC=CS1)=O)CC#N (2-[2-chloro-3-(2-thenoyl)phenyl]acetonitrile), C(C)(=O)O (acetic acid), S(O)(O)(=O)=O (sulfuric acid). Solvent: O (water). Conditions: time 1 hour. Yields the product ClC1=C(C=CC=C1C(C1=CC=CS1)=O)CC(=O)O (2-[2-chloro-3-(2-thenoyl)phenyl]acetic acid). RXN SMILES: [Cl:1][C:2]1[C:7]([C:8](=[O:14])[C:9]2[S:13][CH:12]=[CH:11][CH:10]=2)=[CH:6][CH:5]=[CH:4][C:3]=1CC#N.[C:18]([OH:21])(=[O:20])[CH3:19].S(=O)(=O)(O)O>O>[Cl:1][C:2]1[C:7]([C:8](=[O:14])[C:9]2[S:13][CH:12]=[CH:11][CH:10]=2)=[CH:6][CH:5]=[CH:4][C:3]=1[CH2:19][C:18]([OH:21])=[O:20]. Procedure: A mixture of 4.2 parts of 2-[2-chloro-3-(2-thenoyl)phenyl]acetonitrile, 7 parts of acetic acid, 7 parts of water and 12 parts of sulfuric acid is stirred and boiled for 1h. 30. The reaction mixture is cooled, poured onto water and extracted with ether. The extract is washed with water, extracted with 50 parts of a 5% sodium hydroxide solution and the alkaline solution is washed with ether. After acidification with diluted hydrochloric acid solution, the whole is extracted again with ether. The e... Reactants: C(C=C)OC=1C=CC2=C(C=C(O2)C(=O)OC)C1 (methyl 5-(prop-2-enyloxy)benzofuran-2-carboxylate), CN1C(CCC1)=O (N-methylpyrrolidinone). Product: OC=1C=CC2=C(C=C(O2)C(=O)OC)C1CC=C (Methyl 5-hydroxy-4-(prop-2-enyl)benzofuran-2-carboxylate). As a reaction SMILES: C([O:4][C:5]1[CH:6]=[CH:7][C:8]2[O:12][C:11]([C:13]([O:15][CH3:16])=[O:14])=[CH:10][C:9]=2[CH:17]=1)C=C.CN1C[CH2:22][CH2:21][C:20]1=O>>[OH:4][C:5]1[CH:6]=[CH:7][C:8]2[O:12][C:11]([C:13]([O:15][CH3:16])=[O:14])=[CH:10][C:9]=2[C:17]=1[CH2:22][CH:21]=[CH2:20]. Procedure details: A mixture of methyl 5-hydroxybenzofuran-2-carboxylate (4.14 g), potassium carbonate (5.95 g) and allyl bromide (3.73 ml) in dry acetone (100 ml) was refluxed and stirred for 16 hours. The solvent was evaporated and the residue was partitioned between water and ether. The ether was washed with water, dried and evaporated to give methyl 5-(prop-2-enyloxy)benzofuran-2-carboxylate (4.7 g) as a solid, characterised by NMR and mass spectral data. This ester (3.74 g) in N-methylpyrrolidinone (30 ml) wa...